Dataset: the Open Reaction Database (ORD), a public repository of structured organic reaction records. Task: describe an organic reaction: reactants, conditions, products, and yield Starting materials: COc1ccc(S(=O)(=O)N(Cc2ccccc2)C(Cc2nnn(C)n2)C(=O)NOC(C)(C)C)cc1, ClCCl, CCO. Yields the product COc1ccc(S(=O)(=O)N(Cc2ccccc2)C(Cc2nnn(C)n2)C(=O)NO)cc1. As a reaction SMILES: [C:1]([CH3:2])([CH3:3])([CH3:4])[O:5][NH:6][C:7]([CH:8]([CH2:9][c:10]1[n:11][n:12][n:13]([CH3:15])[n:14]1)[N:16]([CH2:17][c:18]1[cH:19][cH:20][cH:21][cH:22][cH:23]1)[S:24](=[O:25])(=[O:26])[c:27]1[cH:28][cH:29][c:30]([O:33][CH3:34])[cH:31][cH:32]1)=[O:35].[CH2:39]([Cl:40])[Cl:41].[CH3:36][CH2:37][OH:38]>>[OH:5][NH:6][C:7]([CH:8]([CH2:9][c:10]1[n:11][n:12][n:13]([CH3:15])[n:14]1)[N:16]([CH2:17][c:18]1[cH:19][cH:20][cH:21][cH:22][cH:23]1)[S:24](=[O:25])(=[O:26])[c:27]1[cH:28][cH:29][c:30]([O:33][CH3:34])[cH:31][cH:32]1)=[O:35]. Starting materials: Br, Cc1ccc2c(c1)c(=O)n(C1CCNCC1)c(=O)n2C, CO, CC(C)O, CCCc1nc(Cl)c2cc(OC)c(OC)cc2n1. The product is CCCc1nc(N2CCC(n3c(=O)c4cc(C)ccc4n(C)c3=O)CC2)c2cc(OC)c(OC)cc2n1. RXN SMILES: [BrH:1].[CH3:2][n:3]1[c:4](=[O:21])[n:5]([CH:15]2[CH2:16][CH2:17][NH:18][CH2:19][CH2:20]2)[c:6](=[O:14])[c:7]2[cH:8][c:9]([CH3:13])[cH:10][cH:11][c:12]12.[CH3:44][OH:45].[CH:40]([OH:41])([CH3:42])[CH3:43].[Cl:22][c:23]1[n:24][c:25]([CH2:37][CH2:38][CH3:39])[n:26][c:27]2[cH:28][c:29]([O:35][CH3:36])[c:30]([O:33][CH3:34])[cH:31][c:32]12>>[CH3:2][n:3]1[c:4](=[O:21])[n:5]([CH:15]2[CH2:16][CH2:17][N:18]([c:23]3[n:24][c:25]([CH2:37][CH2:38][CH3:39])[n:26][c:27]4[cH:28][c:29]([O:35][CH3:36])[c:30]([O:33][CH3:34])[cH:31][c:32]34)[CH2:19][CH2:20]2)[c:6](=[O:14])[c:7]2[cH:8][c:9]([CH3:13])[cH:10][cH:11][c:12]12.